From a dataset of the Open Reaction Database (ORD), a public repository of structured organic reaction records. describe an organic reaction: reactants, conditions, products, and yield The reactants are [H-].[Na+] (sodium hydride), CS(=O)(=O)OCCCCC=1C=C(SC1)C(=O)OC (methyl 4-(4-methylsulfonyloxybutyl)thien-2-ylcarboxylate), C(#N)CC(=O)OCC (ethyl cyanoacetate), [H][H] (hydrogen). Solvent: O1CCCC1 (tetrahydrofuran), O1CCCC1 (tetrahydrofuran). Product: C(#N)C(CCCCC=1C=C(SC1)C(=O)OC)C(=O)OCC (methyl 4-(5-cyano-5-carbethoxypentyl)thien-2-carboxylate). Isolated yield 47.7%. As a reaction SMILES: [H-].[Na+].[C:3]([CH2:5][C:6]([O:8][CH2:9][CH3:10])=[O:7])#[N:4].[H][H].CS(O[CH2:18][CH2:19][CH2:20][CH2:21][C:22]1[CH:23]=[C:24]([C:27]([O:29][CH3:30])=[O:28])[S:25][CH:26]=1)(=O)=O>O1CCCC1>[C:3]([CH:5]([C:6]([O:8][CH2:9][CH3:10])=[O:7])[CH2:18][CH2:19][CH2:20][CH2:21][C:22]1[CH:23]=[C:24]([C:27]([O:29][CH3:30])=[O:28])[S:25][CH:26]=1)#[N:4] |f:0.1|. Procedure: A 250 Ml three-neck round bottom flask, equipped with a magnetic stirrer, reflux condenser, addition funnel, and gas inlet, was charged with 0.59 g (1.1 eq) of 60% sodium hydride and flame dried under a nitrogen atmosphere. After cooling to room temperature, mineral oil was removed by washing twice with anhydrous tetrahydrofuran and 100 mL of anhydrous tetrahydrofuran were then added. This mixture was brought to 0° C. on an ice bath and an anhydrous tetrahydrofuran solution of 1.52 g (1.0 eq) of... Reactants: BrC1=CC(=C(C=C1)O)F (4-bromo-2-fluorophenol), C([O-])([O-])=O.[K+].[K+] (potasium carbonate), BrCCCCCCCCCC (1-bromodecane). The solvent is CC(CC)=O (butanone). The product is BrC1=CC(=C(C=C1)OCCCCCCCCCC)F (4-Bromo-1-decyloxy-2-fluorobenzene). As a reaction SMILES: Br[CH2:2][CH2:3][CH2:4][CH2:5][CH2:6][CH2:7][CH2:8][CH2:9][CH2:10][CH3:11].[Br:12][C:13]1[CH:18]=[CH:17][C:16]([OH:19])=[C:15]([F:20])[CH:14]=1.C(=O)([O-])[O-].[K+].[K+]>CC(=O)CC>[Br:12][C:13]1[CH:18]=[CH:17][C:16]([O:19][CH2:2][CH2:3][CH2:4][CH2:5][CH2:6][CH2:7][CH2:8][CH2:9][CH2:10][CH3:11])=[C:15]([F:20])[CH:14]=1 |f:2.3.4|. Procedure details: A solution of 1-bromodecane in butanone was added dropwise to a stirred refluxing solution of 4-bromo-2-fluorophenol and potasium carbonate. The stirred mixture was heated under reflux for 24 hr. The potassium carbonate was filtered off and the solvent removed. The product was distilled at 130° C. at 0.05 mmHg.